From a dataset of the Open Reaction Database (ORD), a public repository of structured organic reaction records. describe an organic reaction: reactants, conditions, products, and yield Starting materials: ClC=1C=CC(=C(C1)C1=CC(N(C=C1OC)C(C(=O)O)CC1OCCOC1)=O)C#N (2-[4-(5-chloro-2-cyanophenyl)-5-methoxy-2-oxopyridin-1(2H)-yl]-3-(1,4-dioxan-2-yl)propanoic acid), NC1=CC=C(C(=O)OC(C)(C)C)C=C1 (tert-butyl 4-aminobenzoate). Yields the product ClC=1C=CC(=C(C1)C1=CC(N(C=C1OC)C(C(=O)NC1=CC=C(C(=O)OC(C)(C)C)C=C1)CC1OCCOC1)=O)C#N (tert-Butyl 4-({2-[4-(5-chloro-2-cyanophenyl)-5-methoxy-2-oxopyridin-1(2H)-yl]-3-(1,4-dioxan-2-yl)propanoyl}amino)benzoate). Reaction SMILES: [Cl:1][C:2]1[CH:3]=[CH:4][C:5]([C:28]#[N:29])=[C:6]([C:8]2[C:13]([O:14][CH3:15])=[CH:12][N:11]([CH:16]([CH2:20][CH:21]3[CH2:26][O:25][CH2:24][CH2:23][O:22]3)[C:17](O)=[O:18])[C:10](=[O:27])[CH:9]=2)[CH:7]=1.[NH2:30][C:31]1[CH:43]=[CH:42][C:34]([C:35]([O:37][C:38]([CH3:41])([CH3:40])[CH3:39])=[O:36])=[CH:33][CH:32]=1>>[Cl:1][C:2]1[CH:3]=[CH:4][C:5]([C:28]#[N:29])=[C:6]([C:8]2[C:13]([O:14][CH3:15])=[CH:12][N:11]([CH:16]([CH2:20][CH:21]3[CH2:26][O:25][CH2:24][CH2:23][O:22]3)[C:17]([NH:30][C:31]3[CH:43]=[CH:42][C:34]([C:35]([O:37][C:38]([CH3:39])([CH3:40])[CH3:41])=[O:36])=[CH:33][CH:32]=3)=[O:18])[C:10](=[O:27])[CH:9]=2)[CH:7]=1. Procedure details: 132 mg (purity 60%, 0.19 mmol) of 2-[4-(5-chloro-2-cyanophenyl)-5-methoxy-2-oxopyridin-1(2H)-yl]-3-(1,4-dioxan-2-yl)propanoic acid (mixture of racemic diastereomers) and 40 mg (0.21 mmol, 1.1 eq.) of tert-butyl 4-aminobenzoate were reacted according to General Method 5A. Yield: 106 mg (94% of theory) The reactants are CCOC(=O)C(C)(C)Oc1ccc(O)cc1, CCOC(C)=O, C1CCOC1, Cc1sc(-c2cccc(-c3ccccc3)c2)nc1CCO, c1ccc(P(c2ccccc2)c2ccccc2)cc1. Product: CCOC(=O)C(C)(C)Oc1ccc(OCCc2nc(-c3cccc(-c4ccccc4)c3)sc2C)cc1. RXN SMILES: [CH2:22]([CH3:23])[O:24][C:25]([C:26]([CH3:27])([CH3:28])[O:29][c:30]1[cH:31][cH:32][c:33]([OH:36])[cH:34][cH:35]1)=[O:37].[CH3:62][CH2:63][O:64][C:65](=[O:66])[CH3:67].[O:57]1[CH2:58][CH2:59][CH2:60][CH2:61]1.[c:1]1(-[c:16]2[cH:17][cH:18][cH:19][cH:20][cH:21]2)[cH:2][c:3](-[c:7]2[s:8][c:9]([CH3:15])[c:10]([CH2:12][CH2:13][OH:14])[n:11]2)[cH:4][cH:5][cH:6]1.[c:38]1([P:39]([c:40]2[cH:41][cH:42][cH:43][cH:44][cH:45]2)[c:46]2[cH:47][cH:48][cH:49][cH:50][cH:51]2)[cH:52][cH:53][cH:54][cH:55][cH:56]1>>[c:1]1(-[c:16]2[cH:17][cH:18][cH:19][cH:20][cH:21]2)[cH:2][c:3](-[c:7]2[s:8][c:9]([CH3:15])[c:10]([CH2:12][CH2:13][O:14][c:33]3[cH:32][cH:31][c:30]([O:29][C:26]([C:25]([O:24][CH2:22][CH3:23])=[O:37])([CH3:27])[CH3:28])[cH:35][cH:34]3)[n:11]2)[cH:4][cH:5][cH:6]1. Reactants: CCCCCCBr, CC#N, CC1(C)CC(O)CC(C)(C)N1. Product: CCCCCCN1C(C)(C)CC(O)CC1(C)C. RXN SMILES: [Br:12][CH2:13][CH2:14][CH2:15][CH2:16][CH2:17][CH3:18].[CH3:19][C:20]#[N:21].[CH3:1][C:2]1([CH3:11])[NH:3][C:4]([CH3:9])([CH3:10])[CH2:5][CH:6]([OH:8])[CH2:7]1>>[CH3:1][C:2]1([CH3:11])[N:3]([CH2:13][CH2:14][CH2:15][CH2:16][CH2:17][CH3:18])[C:4]([CH3:9])([CH3:10])[CH2:5][CH:6]([OH:8])[CH2:7]1. Reactants: N1=CC(=CC=C1)C[C@@H]1COC2=CC=C(C=C2[C@H]1O)O (trans-3-(3-pyridyl methyl)-4,6-chromandiol), N1=C(C=CC=C1)CCl (2-picolyl chloride). Yields the product N1=C(C=CC=C1)COC=1C=C2[C@H]([C@@H](COC2=CC1)CC=1C=NC=CC1)O (trans-6-(2-Pyridyl)methoxy-3-(3-pyridyl)methyl-4-chromanol). Reaction SMILES: [N:1]1[CH:6]=[CH:5][CH:4]=[C:3]([CH2:7][C@H:8]2[C@H:17]([OH:18])[C:16]3[C:11](=[CH:12][CH:13]=[C:14]([OH:19])[CH:15]=3)[O:10][CH2:9]2)[CH:2]=1.[N:20]1[CH:25]=[CH:24][CH:23]=[CH:22][C:21]=1[CH2:26]Cl>>[N:20]1[CH:25]=[CH:24][CH:23]=[CH:22][C:21]=1[CH2:26][O:19][C:14]1[CH:15]=[C:16]2[C:11](=[CH:12][CH:13]=1)[O:10][CH2:9][C@@H:8]([CH2:7][C:3]1[CH:2]=[N:1][CH:6]=[CH:5][CH:4]=1)[C@@H:17]2[OH:18]. Procedure details: By the method of Example 5, 500 mg (1.95 mmol) of trans-3-(3-pyridyl methyl)-4,6-chromandiol and 266 mg (2.09 mmol) of 2-picolyl chloride were converted to present title product, purified by flash chromatography on 100 g silica gel using 1:19 CH3OH:ether as eluant to yield 136 mg (20%) of present title compound as an oil. Reactants: C([O-])([O-])=O.[Li+].[Li+] (lithium carbonate), OC1=CC=C(C=C1)CC(=O)O (4-Hydroxyphenylacetic acid), C(C1=CC=CC=C1)Br (benzyl bromide). Solvent: CN(C)C=O (DMF). Conditions: temperature 100 celsius, time 3 hour. Yields the product C(C1=CC=CC=C1)OC(CC1=CC=C(C=C1)O)=O (4-Hydroxyphenylacetic Acid Benzyl Ester). RXN SMILES: [OH:1][C:2]1[CH:7]=[CH:6][C:5]([CH2:8][C:9]([OH:11])=[O:10])=[CH:4][CH:3]=1.C(=O)([O-])[O-].[Li+].[Li+].[CH2:18](Br)[C:19]1[CH:24]=[CH:23][CH:22]=[CH:21][CH:20]=1>CN(C=O)C>[CH2:18]([O:10][C:9](=[O:11])[CH2:8][C:5]1[CH:4]=[CH:3][C:2]([OH:1])=[CH:7][CH:6]=1)[C:19]1[CH:24]=[CH:23][CH:22]=[CH:21][CH:20]=1 |f:1.2.3|. Procedure details: 4-Hydroxyphenylacetic acid (2.0 kg) is dissolved in DMF (8 L) and lithium carbonate (1.07 kg) is added in one portion followed by benzyl bromide (1.88 L). The mixture is heated to 100° C. over 1 hour, aged for 3 hours. The mixture is cooled to 85° C. and transferred into a 50 L vessel and quenched with 2N HCl (10 L). Starting materials: ClC1=C(C=CC=C1)N1C(=C(C=2C(NCCC21)=O)C)C2=CC=C(C=C2)Cl (1-(2-chlorophenyl)-2-(4-chlorophenyl)-3-methyl-1,5,6,7-tetrahydro-4H-pyrrolo[3,2-c]pyridin-4-one), CO (methanol). Run in O1CCCC1 (tetrahydrofuran). Yields the product ClC1=C(C=CC=C1)N1C(=C(C=2CNCCC21)C)C2=CC=C(C=C2)Cl (1-(2-chlorophenyl)-2-(4-chlorophenyl)-3-methyl-4,5,6,7-tetrahydro-1H-pyrrolo[3,2-c]pyridine). Isolated yield 34.8%. As a reaction SMILES: [Cl:1][C:2]1[CH:7]=[CH:6][CH:5]=[CH:4][C:3]=1[N:8]1[C:16]2[CH2:15][CH2:14][NH:13][C:12](=O)[C:11]=2[C:10]([CH3:18])=[C:9]1[C:19]1[CH:24]=[CH:23][C:22]([Cl:25])=[CH:21][CH:20]=1.CO>O1CCCC1>[Cl:1][C:2]1[CH:7]=[CH:6][CH:5]=[CH:4][C:3]=1[N:8]1[C:16]2[CH2:15][CH2:14][NH:13][CH2:12][C:11]=2[C:10]([CH3:18])=[C:9]1[C:19]1[CH:20]=[CH:21][C:22]([Cl:25])=[CH:23][CH:24]=1. Procedure: To a solution of 1-(2-chlorophenyl)-2-(4-chlorophenyl)-3-methyl-1,5,6,7-tetrahydro-4H-pyrrolo[3,2-c]pyridin-4-one (2.84 g, 7.64 mmol, prepared as in Scheme 2 and in a similar manner to Example 22) in tetrahydrofuran (38 mL) was added borane-tetrahydrofuran complex (1 M, 76 mL) at 0° C. over 20 minutes. The mixture was heated at reflux for 3 h. The mixture was cooled to rt, methanol was added, and then the solvent was evaporated off. The residue was purified by silica gel chromatography. Elution ... Reactants: COc1cc2ncnc(Oc3ccc(N)cc3C)c2cc1OC, ClC(Cl)Cl, O=C=Nc1ccc(F)cc1F. Product: COc1cc2ncnc(Oc3ccc(NC(=O)Nc4ccc(F)cc4F)cc3C)c2cc1OC. As a reaction SMILES: [CH3:1][O:2][c:3]1[cH:4][c:5]2[c:6]([O:15][c:16]3[c:17]([CH3:23])[cH:18][c:19]([NH2:20])[cH:21][cH:22]3)[n:7][cH:8][n:9][c:10]2[cH:11][c:12]1[O:13][CH3:14].[CH:35]([Cl:36])([Cl:37])[Cl:38].[F:24][c:25]1[c:26]([N:32]=[C:33]=[O:34])[cH:27][cH:28][c:29]([F:31])[cH:30]1>>[CH3:1][O:2][c:3]1[cH:4][c:5]2[c:6]([O:15][c:16]3[c:17]([CH3:23])[cH:18][c:19]([NH:20][C:33]([NH:32][c:26]4[c:25]([F:24])[cH:30][c:29]([F:31])[cH:28][cH:27]4)=[O:34])[cH:21][cH:22]3)[n:7][cH:8][n:9][c:10]2[cH:11][c:12]1[O:13][CH3:14].